Dataset: the Open Reaction Database (ORD), a public repository of structured organic reaction records. Task: describe an organic reaction: reactants, conditions, products, and yield Starting materials: BrC=1C=C2C(=NC1)NC(=N2)CCl (6-bromo-2-chloromethyl-3H-imidazo[4,5-b]pyridine), C(CCC)P(CCCC)CCCC (tributylphosphine). Reagents/catalysts: [I-].C(CCC)[N+](CCCC)(CCCC)CCCC (tetrabutylammonium iodide). The solvent is C(C)#N (acetonitrile), CN(C=O)C (N,N-dimethylformamide). Conditions: temperature 90 celsius. Product: [Cl-].BrC=1C=C2C(=NC1)NC(=N2)C[P+](CCCC)(CCCC)CCCC ((6-Bromo-3H-imidazo[4,5-b]pyridin-2-ylmethyl)-tributyl-phosphonium chloride). Reaction SMILES: [Br:1][C:2]1[CH:3]=[C:4]2[N:10]=[C:9]([CH2:11][Cl:12])[NH:8][C:5]2=[N:6][CH:7]=1.[CH2:13]([P:17]([CH2:22][CH2:23][CH2:24][CH3:25])[CH2:18][CH2:19][CH2:20][CH3:21])[CH2:14][CH2:15][CH3:16]>CN(C)C=O.C(#N)C.[I-].C([N+](CCCC)(CCCC)CCCC)CCC>[Cl-:12].[Br:1][C:2]1[CH:3]=[C:4]2[N:10]=[C:9]([CH2:11][P+:17]([CH2:18][CH2:19][CH2:20][CH3:21])([CH2:22][CH2:23][CH2:24][CH3:25])[CH2:13][CH2:14][CH2:15][CH3:16])[NH:8][C:5]2=[N:6][CH:7]=1 |f:4.5,6.7|. Procedure: Alternatively, 4.0 g of 6-bromo-2-chloromethyl-3H-imidazo[4,5-b]pyridine (compound J1) are suspended in 17 ml of N,N-dimethylformamide and 54 ml of acetonitrile. 4.8 ml of tributylphosphine and 600 mg of tetrabutylammonium iodide are added sequentially at 40° C. Subsequently, the mixture is heated to 90° C. for 18 hours. The mixture is concentrated to dryness to give 8.94 g of the crude title compound as an oil, which is purified by chromatography on flash silica gel (eluent gradient: dichlorome... Reactants: CC=1NC(=C(N1)C)C=1C=C(C(=O)O)C=CC1C (3-(2,4-dimethyl-1H-imidazol-5-yl)-4-methylbenzoic acid), C1(CC1)C1=CC(=C(C(=O)OC)C=C1C1=NN=C(N1)OC)C (methyl 4-cyclopropyl-5-(5-methoxy-4H-1,2,4-triazol-3-yl)-2-methylbenzoate), C1(CC1)C1=CC(=C(C(=O)OC)C=C1C1=NN=C(N1)OC)C (methyl 4-cyclopropyl-5-(5-methoxy-4H-1,2,4-triazol-3-yl)-2-methylbenzoate), CC=1NC(=C(N1)C)C=1C=C(C(=O)OC)C=CC1C (methyl 3-(2,4-dimethyl-1H-imidazol-5-yl)-4-methylbenzoate). Yields the product C1(CC1)C1=CC(=C(C(=O)O)C=C1C1=NN=C(N1)OC)C (4-Cyclopropyl-5-(5-methoxy-4H-1,2,4-triazol-3-yl)-2-methylbenzoic acid). As a reaction SMILES: CC1NC(C2C=C(C=CC=2C)C(O)=O)=C(C)N=1.[CH:18]1([C:21]2[C:30]([C:31]3[NH:35][C:34]([O:36][CH3:37])=[N:33][N:32]=3)=[CH:29][C:24]([C:25]([O:27]C)=[O:26])=[C:23]([CH3:38])[CH:22]=2)[CH2:20][CH2:19]1.CC1NC(C2C=C(C=CC=2C)C(OC)=O)=C(C)N=1>>[CH:18]1([C:21]2[C:30]([C:31]3[NH:35][C:34]([O:36][CH3:37])=[N:33][N:32]=3)=[CH:29][C:24]([C:25]([OH:27])=[O:26])=[C:23]([CH3:38])[CH:22]=2)[CH2:19][CH2:20]1. Procedure details: The title compound was prepared using standard chemical manipulations and procedures similar to those used for the preparation of compound 5.7, except methyl 4-cyclopropyl-5-(5-methoxy-4H-1,2,4-triazol-3-yl)-2-methylbenzoate (compound 91.5) was used in place of methyl 3-(2,4-dimethyl-1H-imidazol-5-yl)-4-methylbenzoate (compound 5.6). m/z (ES+) 274 (M+H)+. Procedure details: NaOH (1M, 3.20 mL, 3.20 mmol) was added to methyl 2,6-difluoro-3-(N-propylsulfamoylamino)benzoate (0.24 g, 0.80 mmol) in 2:1 THF:MeOH (3 mL). The solution was stirred at room temperature for 16 hours, and then the solution was stirred at 70° C. for 16 hours. The solution was concentrated under reduced pressure to about half volume and then washed with EtOAc. The pH was adjusted to about 5, and the mixture was extracted with EtOAc (3×5 mL). The organic layers were dried over sodium sulfate, decan... Conditions: time 16 hour. Starting materials: [OH-].[Na+] (NaOH), FC1=C(C(=O)OC)C(=CC=C1NS(NCCC)(=O)=O)F (methyl 2,6-difluoro-3-(N-propylsulfamoylamino)benzoate), C1CCOC1 (THF). Solvent: CO (MeOH). RXN SMILES: [OH-].[Na+].[F:3][C:4]1[C:13]([NH:14][S:15](=[O:21])(=[O:20])[NH:16][CH2:17][CH2:18][CH3:19])=[CH:12][CH:11]=[C:10]([F:22])[C:5]=1[C:6]([O:8]C)=[O:7].C1COCC1>CO>[F:3][C:4]1[C:13]([NH:14][S:15](=[O:20])(=[O:21])[NH:16][CH2:17][CH2:18][CH3:19])=[CH:12][CH:11]=[C:10]([F:22])[C:5]=1[C:6]([OH:8])=[O:7] |f:0.1|. Product: FC1=C(C(=O)O)C(=CC=C1NS(NCCC)(=O)=O)F (2,6-difluoro-3-(N-propylsulfamoylamino)benzoic acid). Reactants: [BH4-], C1CCOC1, CCOC(C)=O, CO, [Na+], O, COc1cc(C=C2CC3C4CCc5cc(O)ccc5C4CCC3(C)C2=O)cc(OC)c1OC. Product: COc1cc(C=C2CC3C4CCc5cc(O)ccc5C4CCC3(C)C2O)cc(OC)c1OC. RXN SMILES: [BH4-:34].[CH2:43]1[O:44][CH2:45][CH2:46][CH2:47]1.[CH3:36][CH2:37][O:38][C:39](=[O:40])[CH3:41].[CH3:48][OH:49].[Na+:35].[OH2:42].[OH:1][c:2]1[cH:3][cH:4][c:5]2[c:17]([cH:18]1)[CH2:16][CH2:15][CH:14]1[CH:6]2[CH2:7][CH2:8][C:9]2([CH3:33])[C:10](=[O:32])[C:11](=[CH:19][c:20]3[cH:21][c:22]([O:30][CH3:31])[c:23]([O:28][CH3:29])[c:24]([O:26][CH3:27])[cH:25]3)[CH2:12][CH:13]21>>[OH:1][c:2]1[cH:3][cH:4][c:5]2[c:17]([cH:18]1)[CH2:16][CH2:15][CH:14]1[CH:6]2[CH2:7][CH2:8][C:9]2([CH3:33])[CH:10]([OH:32])[C:11](=[CH:19][c:20]3[cH:21][c:22]([O:30][CH3:31])[c:23]([O:28][CH3:29])[c:24]([O:26][CH3:27])[cH:25]3)[CH2:12][CH:13]21. The reactants are [OH-].[Na+] (sodium hydroxide), FC(C1=CC=C(C=C1)C=1C(=CC=CC1)C=O)(F)F (4'-Trifluoromethyl-2-biphenylcarbaldehyde), [Mn](=O)(=O)(=O)[O-].[K+] (potassium permanganate), C(C)(C)(C)O (tert-butanol). Solvent: O (water). Conditions: temperature 80 celsius, time 2 hour. Product: FC(C=1C=C(C(=CC1)C1=CC=CC=C1)C(=O)O)(F)F (4-Trifluoromethyl-2-biphenylcarboxylic acid). The yield is 85.0%. As a reaction SMILES: [F:1][C:2]([F:18])([F:17])[C:3]1[CH:8]=[CH:7][C:6]([C:9]2[C:10](C=O)=[CH:11][CH:12]=[CH:13][CH:14]=2)=[CH:5][CH:4]=1.[Mn]([O-])(=O)(=O)=O.[K+].[OH-:25].[Na+].[C:27]([OH:31])(C)(C)C>O>[F:18][C:2]([F:1])([F:17])[C:3]1[CH:4]=[C:5]([C:27]([OH:31])=[O:25])[C:6]([C:9]2[CH:14]=[CH:13][CH:12]=[CH:11][CH:10]=2)=[CH:7][CH:8]=1 |f:1.2,3.4|. Procedure: To a solution of 4'-Trifluoromethyl-2-biphenylcarbaldehyde (1.08 g, 4.32 mmol) in tert-butanol (15 mL) at 80° C. was added a solution of potassium permanganate (0.89 g, 5.62 mmol) in water (25 mL). After stirring at 80° C. for two hours, the mixture was cooled, a solution of 3N sodium hydroxide was added (2 mL) and the manganese dioxide was filtered off. The filtrate was diluted with water (15 mL) and acidified with 6N hydrochloric acid to precipitate the title compound (1.05 g, 91.2%). Dissolut... Starting materials: ice water, C(=O)(OC(C)(C)C)NC1=CC(=CC=C1)N (N-Boc-m-phenylenediamine), 50a, ClC1=NC(=NC=C1C(=O)OCC)SC (ethyl 4-chloro-2-(methylthio)pyrimidine-5-carboxylate), C(=O)([O-])[O-].[K+].[K+] (K2CO3). Run in CN(C)C=O (DMF). Conditions: temperature 80 celsius, time 8 hour. Yields the product C(C)(C)(C)OC(=O)NC=1C=C(C=CC1)NC1=NC(=NC=C1C(=O)OCC)SC (ethyl 4-((3-((tert-butoxycarbonyl)amino)phenyl)amino)-2-(methylthio)pyrimidine-5-carboxylate). The yield is 84.0%. RXN SMILES: [C:1]([NH:8][C:9]1[CH:14]=[CH:13][CH:12]=[C:11]([NH2:15])[CH:10]=1)([O:3][C:4]([CH3:7])([CH3:6])[CH3:5])=[O:2].Cl[C:17]1[C:22]([C:23]([O:25][CH2:26][CH3:27])=[O:24])=[CH:21][N:20]=[C:19]([S:28][CH3:29])[N:18]=1.C([O-])([O-])=O.[K+].[K+]>CN(C=O)C>[C:4]([O:3][C:1]([NH:8][C:9]1[CH:10]=[C:11]([NH:15][C:21]2[C:22]([C:23]([O:25][CH2:26][CH3:27])=[O:24])=[CH:17][N:18]=[C:19]([S:28][CH3:29])[N:20]=2)[CH:12]=[CH:13][CH:14]=1)=[O:2])([CH3:7])([CH3:6])[CH3:5] |f:2.3.4|. Procedure: A mixture of N-Boc-m-phenylenediamine (50a, prepared according to the procedures reported in: Duceppe, J.-S. et al. Org. Process. Res. Dev. 2009, 13, 1156-1160) (280 g, 1.35 mol) and ethyl 4-chloro-2-(methylthio)pyrimidine-5-carboxylate (Sigma-Aldrich; 303.7 g, 1.32 mol) in DMF (200 mL) at RT was treated with K2CO3 (361 g, 2.6 mol). The mixture was stirred at 80° C. in an oil bath overnight. It was cooled to RT and treated with ice water. The resulting white suspension was filtered and washed wi... The reactants are C(C)(=O)NCC(=O)N1CCC(=CC2=C1C=CC(=C2)C2=CC=C(C=C2)OCCOCCCC)C(=O)OC (methyl 1-(N-acetylglycyl)-7-[4-(2-butoxyethoxy)phenyl]-2,3-dihydro-1H-1-benzazepine-4-carboxylate), [OH-].[Na+] (sodium hydroxide). Run in CO (methanol). Reaction conditions: time 8 hour. Yields the product C(C)(=O)NCC(=O)N1CCC(=CC2=C1C=CC(=C2)C2=CC=C(C=C2)OCCOCCCC)C(=O)O (1-(N-acetylglycyl)-7-[4-(2-butoxyethoxy)phenyl]-2,3-dihydro-1H-1-benzazepine-4-carboxylic acid). The yield is 102.9%. Reaction SMILES: [C:1]([NH:4][CH2:5][C:6]([N:8]1[C:14]2[CH:15]=[CH:16][C:17]([C:19]3[CH:24]=[CH:23][C:22]([O:25][CH2:26][CH2:27][O:28][CH2:29][CH2:30][CH2:31][CH3:32])=[CH:21][CH:20]=3)=[CH:18][C:13]=2[CH:12]=[C:11]([C:33]([O:35]C)=[O:34])[CH2:10][CH2:9]1)=[O:7])(=[O:3])[CH3:2].[OH-].[Na+]>CO>[C:1]([NH:4][CH2:5][C:6]([N:8]1[C:14]2[CH:15]=[CH:16][C:17]([C:19]3[CH:20]=[CH:21][C:22]([O:25][CH2:26][CH2:27][O:28][CH2:29][CH2:30][CH2:31][CH3:32])=[CH:23][CH:24]=3)=[CH:18][C:13]=2[CH:12]=[C:11]([C:33]([OH:35])=[O:34])[CH2:10][CH2:9]1)=[O:7])(=[O:3])[CH3:2] |f:1.2|. Reported procedure: In methanol (50 ml) was dissolved methyl 1-(N-acetylglycyl)-7-[4-(2-butoxyethoxy)phenyl]-2,3-dihydro-1H-1-benzazepine-4-carboxylate (1.2 g). To the solution was added 1N sodium hydroxide solution (13 ml), and the mixture was stirred at room temperature overnight, concentrated, neutralized with 1N hydrochloric acid and extracted with ethyl acetate. The organic layer was washed with water and saturated brine and dried with anhydrous magnesium sulfate. The solvent was evaporated to give 1-(N-acetyl... Starting materials: C(C)(C)(C)OC(=O)N1[C@H](C(=O)O)CC(C1)=C (1-(tert-butoxycarbonyl)-4-methyleneproline), C1(=CC=CC=C1)C(C(=O)Cl)C1=CC=CC=C1 (diphenylacetyl chloride), C(C)N1C2=CC=CC=C2C=2C=C(C=CC12)N (9-ethyl-9H-carbazol-3-amine). Product: C1(=CC=CC=C1)C(C(=O)N1[C@@H](CC(C1)=C)C(=O)NC=1C=CC=2N(C3=CC=CC=C3C2C1)CC)C1=CC=CC=C1 ((2S)-1-(diphenylacetyl)-N-(9-ethyl-9H-carbazol-3-yl)-4-methylene-2-pyrrolidinecarboxamide). Reaction SMILES: C(O[C:6]([N:8]1[CH2:15][C:14](=[CH2:16])[CH2:13][C@H:9]1[C:10]([OH:12])=O)=[O:7])(C)(C)C.[C:17]1([CH:23]([C:27]2[CH:32]=[CH:31][CH:30]=[CH:29][CH:28]=2)C(Cl)=O)[CH:22]=[CH:21][CH:20]=[CH:19][CH:18]=1.[CH2:33]([N:35]1[C:47]2[CH:46]=[CH:45][C:44]([NH2:48])=[CH:43][C:42]=2[C:41]2[C:36]1=[CH:37][CH:38]=[CH:39][CH:40]=2)[CH3:34]>>[C:27]1([CH:23]([C:17]2[CH:18]=[CH:19][CH:20]=[CH:21][CH:22]=2)[C:6]([N:8]2[CH2:15][C:14](=[CH2:16])[CH2:13][C@H:9]2[C:10]([NH:48][C:44]2[CH:45]=[CH:46][C:47]3[N:35]([CH2:33][CH3:34])[C:36]4[C:41]([C:42]=3[CH:43]=2)=[CH:40][CH:39]=[CH:38][CH:37]=4)=[O:12])=[O:7])[CH:28]=[CH:29][CH:30]=[CH:31][CH:32]=1. Procedure: Following the general method as outlined in Example 22, starting from 1-(tert-butoxycarbonyl)-4-methyleneproline, diphenylacetyl chloride, and 9-ethyl-9H-carbazol-3-amine the title compound was obtained in 42% purity by LC/MS. MS(ESI+): m/z=514.4. Starting materials: [OH-].[Na+] (sodium hydroxide), [OH-].[NH4+] (ammonium hydroxide), Br.C(C)(=O)N1CC(C(CC1)=O)Br (N-Acetyl-3-bromo-4-piperidone hydrobromide), NN=CNC(=S)N (aminoiminomethylthiourea). Solvent: C(Cl)(Cl)Cl (chloroform), C(C)O (ethanol), CO (methanol). Run at time 48 hour. The product is C(C)(=O)N1CC2=C(CC1)N=C(S2)NC(=N)N (5-Acetyl-2-guanidino-4,5,6,7-tetrahydrothiazolo[5,4-c]-pyridine). The yield is 9.0%. Reaction SMILES: Br.[C:2]([N:5]1[CH2:10][CH2:9][C:8](=O)[CH:7](Br)[CH2:6]1)(=[O:4])[CH3:3].N[N:14]=[CH:15][NH:16][C:17]([NH2:19])=[S:18].[OH-].[Na+].[OH-].[NH4+:23]>C(O)C.CO.C(Cl)(Cl)Cl>[C:2]([N:5]1[CH2:10][CH2:9][C:8]2[N:19]=[C:17]([NH:16][C:15]([NH2:23])=[NH:14])[S:18][C:7]=2[CH2:6]1)(=[O:4])[CH3:3] |f:0.1,3.4,5.6|. Reported procedure: N-Acetyl-3-bromo-4-piperidone hydrobromide (12.09 g, 40 mmol) was added to a suspension of aminoiminomethylthiourea (4.735 g, 40 mmol) in ethanol (40 ml) at 70°. After completion of the addition, the reaction mixture was allowed to stir at 40° for 48 hours. Addition of sodium hydroxide (1.6 g, 40 mmol) was followed by stirring at 40° for an additional 72 hours. Removal of solvent gave a crude oil which was subjected to column chromatography (eluant: 89:10:1 of chloroform:methanol:concentrated am...